Dataset: the Open Reaction Database (ORD), a public repository of structured organic reaction records. Task: describe an organic reaction: reactants, conditions, products, and yield Starting materials: NC=1C(=NC2=CC(=CC=C2C1NCC(C)(O)C)Br)Cl (1-[(3-amino-7-bromo-2-chloroquinolin-4-yl)amino]-2-methylpropan-2-ol), N#CBr (Cyanogen bromide). Solvent: C(C)O (ethanol). Reaction conditions: temperature 80 celsius. Yields the product Br.NC=1N(C2=C(C(=NC=3C=C(C=CC23)Br)Cl)N1)CC(C)(O)C (1-(2-amino-7-bromo-4-chloro-1H-imidazo[4,5-c]quinolin-1-yl)-2-methylpropan-2-ol hydrobromide). The yield is 136.7%. As a reaction SMILES: [NH2:1][C:2]1[C:3]([Cl:19])=[N:4][C:5]2[C:10]([C:11]=1[NH:12][CH2:13][C:14]([CH3:17])([OH:16])[CH3:15])=[CH:9][CH:8]=[C:7]([Br:18])[CH:6]=2.[N:20]#[C:21]Br>C(O)C>[BrH:18].[NH2:20][C:21]1[N:12]([CH2:13][C:14]([CH3:17])([OH:16])[CH3:15])[C:11]2[C:10]3[CH:9]=[CH:8][C:7]([Br:18])=[CH:6][C:5]=3[N:4]=[C:3]([Cl:19])[C:2]=2[N:1]=1 |f:3.4|. Procedure details: A suspension of 1-[(3-amino-7-bromo-2-chloroquinolin-4-yl)amino]-2-methylpropan-2-ol (1.5 g, 4.35 mmol) in ethanol (25 mL) was heated to 80° C. Cyanogen bromide (0.50 g, 4.8 mmol) was added to the resulting solution, and the reaction was heated at 80° C. overnight and allowed to cool. A precipitate was present and was isolated by filtration, washed with diethyl ether, and dried under vacuum for one hour to provide 1.34 g of 1-(2-amino-7-bromo-4-chloro-1H-imidazo[4,5-c]quinolin-1-yl)-2-methylprop...